Dataset: the Open Reaction Database (ORD), a public repository of structured organic reaction records. Task: describe an organic reaction: reactants, conditions, products, and yield The reactants are C(C)(C)(C)C1=C(C=C(C=C1)C(=O)O)NC(CC(CCCCC)C1=C(C=CC=C1OC)OC)=O (N-(2-t-butyl-5-carboxyphenyl)-3-(2,6-dimethoxyphenyl)octanamide), NC1=NC=CC=C1 (2-aminopyridine). Procedure details: Following a similar procedure to that described in Example 8, but using N-(2-t-butyl-5-carboxyphenyl)-3-(2,6-dimethoxyphenyl)octanamide (prepared as described in Preparation 74E) and 2-aminopyridine, the title compound was obtained as a colorless foam-like substance. Product: C(C)(C)(C)C1=C(C=C(C=C1)C(NC1=NC=CC=C1)=O)NC(CC(CCCCC)C1=C(C=CC=C1OC)OC)=O (N-{2-t-Butyl-5-[N-(2-pyridyl)carbamoyl]phenyl}-3-(2,6-dimethoxyphenyl)octanamide). As a reaction SMILES: [C:1]([C:5]1[CH:10]=[CH:9][C:8]([C:11](O)=[O:12])=[CH:7][C:6]=1[NH:14][C:15](=[O:33])[CH2:16][CH:17]([C:23]1[C:28]([O:29][CH3:30])=[CH:27][CH:26]=[CH:25][C:24]=1[O:31][CH3:32])[CH2:18][CH2:19][CH2:20][CH2:21][CH3:22])([CH3:4])([CH3:3])[CH3:2].[NH2:34][C:35]1[CH:40]=[CH:39][CH:38]=[CH:37][N:36]=1>>[C:1]([C:5]1[CH:10]=[CH:9][C:8]([C:11](=[O:12])[NH:34][C:35]2[CH:40]=[CH:39][CH:38]=[CH:37][N:36]=2)=[CH:7][C:6]=1[NH:14][C:15](=[O:33])[CH2:16][CH:17]([C:23]1[C:28]([O:29][CH3:30])=[CH:27][CH:26]=[CH:25][C:24]=1[O:31][CH3:32])[CH2:18][CH2:19][CH2:20][CH2:21][CH3:22])([CH3:3])([CH3:2])[CH3:4]. Starting materials: C(C)(=O)OCC=1C(=NC=CC1C1=CN(C(C(=C1)NC1=NC(=CC=C1)OCCNC(C=C)=O)=O)C)N1C(C2=C(C=C(C=C2C=N1)C(C)(C)C)F)=O ((4-(5-(6-(2-acrylamidoethoxyl)pyridin-2-ylamino)-1-methyl-6-oxo-1,6-dihydropyridin-3-yl)-2-(6-tert-butyl-8-fluoro-1-oxophthalazin-2(1H)-yl)pyridin-3-yl)methyl acetate), [Li+].[OH-] (LiOH). The solvent is C1CCOC1.CC(C)O.O (THF i-PrOH water). Conditions: time 1 hour. Product: C(C)(C)(C)C=1C=C2C=NN(C(C2=C(C1)F)=O)C1=NC=CC(=C1CO)C=1C=C(C(N(C1)C)=O)NC1=CC=CC(=N1)OCCNC(C=C)=O (N-[2-[[6-[[5-[2-(6-tert-butyl-8-fluoro-1-oxo-phthalazin-2-yl)-3-(hydroxymethyl)-4-pyridyl]-1-methyl-2-oxo-3-pyridyl]amino]-2-pyridyl]oxy]ethyl]prop-2-enamide). Yield: 7.4%. As a reaction SMILES: C([O:4][CH2:5][C:6]1[C:7]([N:35]2[N:44]=[CH:43][C:42]3[C:37](=[C:38]([F:49])[CH:39]=[C:40]([C:45]([CH3:48])([CH3:47])[CH3:46])[CH:41]=3)[C:36]2=[O:50])=[N:8][CH:9]=[CH:10][C:11]=1[C:12]1[CH:17]=[C:16]([NH:18][C:19]2[CH:24]=[CH:23][CH:22]=[C:21]([O:25][CH2:26][CH2:27][NH:28][C:29](=[O:32])[CH:30]=[CH2:31])[N:20]=2)[C:15](=[O:33])[N:14]([CH3:34])[CH:13]=1)(=O)C.[Li+].[OH-]>C1COCC1.CC(O)C.O>[C:45]([C:40]1[CH:41]=[C:42]2[C:37](=[C:38]([F:49])[CH:39]=1)[C:36](=[O:50])[N:35]([C:7]1[C:6]([CH2:5][OH:4])=[C:11]([C:12]3[CH:17]=[C:16]([NH:18][C:19]4[N:20]=[C:21]([O:25][CH2:26][CH2:27][NH:28][C:29](=[O:32])[CH:30]=[CH2:31])[CH:22]=[CH:23][CH:24]=4)[C:15](=[O:33])[N:14]([CH3:34])[CH:13]=3)[CH:10]=[CH:9][N:8]=1)[N:44]=[CH:43]2)([CH3:48])([CH3:47])[CH3:46] |f:1.2,3.4.5|. Procedure: A mixture of 104d (140 mg, 0.21 mmol) and LiOH (44 mg, 1.05 mmol) in THF/i-PrOH/water (2.0 mL/1.2 mL/0.8 mL) was stirred at rt for 1 h. The mixture was extracted with EA. The combined organic layers were dried over Na2SO4, filtered and concentrated. The residue was purified by prep-HPLC to give 104 (10 mg, 10% for two steps) as a light yellow solid. 1H NMR (500 MHz, CDCl3): δ 8.72-8.66 (m, 2H), 8.33 (s, 1H), 7.91 (s, 1H), 7.59-7.47 (m, 6H), 6.51 (s, 1H), 6.44 (d, J=10.0 Hz, 1H), 6.24-6.16 (m, 2H... Procedure details: Compound 43a was prepared in the same manner as described in Example 4 except that Compounds 13a and 21a, instead of Compounds 2a and 3a, were used. Reactants: CC1(OB(OC1(C)C)C1=CC=C(C=C1)C=1N=C(SC1)[C@H]1N(CCC1)C(=O)OC(C)(C)C)C ((S)-tert-butyl 2-(4-(4-(4,4,5,5-tetramethyl-1,3,2-dioxaborolan-2-yl)phenyl) thiazol-2-yl)pyrrolidine-1-carboxylate), CC1(OB(OC1(C)C)C1=CC=C(C=C1)C1=CN=C(S1)[C@H]1N(CCC1)C(=O)OC(C)(C)C)C ((S)-tert-butyl 2-(5-(4-(4,4,5,5-tetramethyl-1,3,2-dioxaborolan-2-yl)phenyl)thiazol-2-yl)pyrrolid-ine-1-carboxylate), BrC1=CC=C(C=C1)C1=CN=C(S1)[C@H]1N(CCC1)C(=O)OC(C)(C)C ((S)-tert-butyl 2-(5-(4-bromophenyl)thiazol-2-yl)pyrrolidine-1-carboxylate), Compounds 2a. The product is C(C)(C)(C)OC(=O)N1[C@@H](CCC1)C=1SC=C(N1)C1=CC=C(C=C1)C1=CC=C(C=C1)C1=CN=C(S1)[C@H]1N(CCC1)C(=O)OC(C)(C)C ((S)-tert-butyl 2-(5-(4′-(2-((5)-1-(tert-butoxycarbonyl)pyrrolidin-2-yl)thiazol-4-yl) biphenyl-4-yl)thiazol-2-yl)pyrrolidine-1-carboxylate). RXN SMILES: CC1(C)C(C)(C)OB([C:9]2[CH:14]=[CH:13][C:12]([C:15]3[N:16]=[C:17]([C@@H:20]4[CH2:24][CH2:23][CH2:22][N:21]4[C:25]([O:27][C:28]([CH3:31])([CH3:30])[CH3:29])=[O:26])[S:18][CH:19]=3)=[CH:11][CH:10]=2)O1.Br[C:34]1[CH:39]=[CH:38][C:37]([C:40]2[S:44][C:43]([C@@H:45]3[CH2:49][CH2:48][CH2:47][N:46]3[C:50]([O:52][C:53]([CH3:56])([CH3:55])[CH3:54])=[O:51])=[N:42][CH:41]=2)=[CH:36][CH:35]=1.CC1(C)C(C)(C)OB(C2C=CC(C3SC([C@@H]4CCCN4C(OC(C)(C)C)=O)=NC=3)=CC=2)O1>>[C:28]([O:27][C:25]([N:21]1[CH2:22][CH2:23][CH2:24][C@H:20]1[C:17]1[S:18][CH:19]=[C:15]([C:12]2[CH:13]=[CH:14][C:9]([C:34]3[CH:39]=[CH:38][C:37]([C:40]4[S:44][C:43]([C@@H:45]5[CH2:49][CH2:48][CH2:47][N:46]5[C:50]([O:52][C:53]([CH3:55])([CH3:54])[CH3:56])=[O:51])=[N:42][CH:41]=4)=[CH:36][CH:35]=3)=[CH:10][CH:11]=2)[N:16]=1)=[O:26])([CH3:31])([CH3:29])[CH3:30].